This data is from the Open Reaction Database (ORD), a public repository of structured organic reaction records. The task is: describe an organic reaction: reactants, conditions, products, and yield Starting materials: C1CCNCC1, CCO, O=Cc1cnn2c(NC3CC3)cc(-c3ccnc(F)c3)nc12, O=C1CSC(=S)N1. The product is O=C1NC(=S)SC1=Cc1cnn2c(NC3CC3)cc(-c3ccnc(F)c3)nc12. RXN SMILES: [CH2:23]1[CH2:24][CH2:25][NH:26][CH2:27][CH2:28]1.[CH3:36][CH2:37][OH:38].[CH:1]1([NH:4][c:5]2[cH:6][c:7](-[c:16]3[cH:17][c:18]([F:22])[n:19][cH:20][cH:21]3)[n:8][c:9]3[n:10]2[n:11][cH:12][c:13]3[CH:14]=[O:15])[CH2:2][CH2:3]1.[S:29]1[C:30](=[S:31])[NH:32][C:33](=[O:34])[CH2:35]1>>[CH:1]1([NH:4][c:5]2[cH:6][c:7](-[c:16]3[cH:17][c:18]([F:22])[n:19][cH:20][cH:21]3)[n:8][c:9]3[n:10]2[n:11][cH:12][c:13]3[CH:14]=[C:35]2[S:29][C:30](=[S:31])[NH:32][C:33]2=[O:34])[CH2:2][CH2:3]1. Starting materials: S(=O)(=O)([O-])[O-].[Na+].[Na+] (sodium sulfate), hydrophilic suspension, O=[Si]=O (CAB-O-SIL), [Si](=O)=O (silicon dioxide), S(=O)(=O)([O-])[O-].[Na+].[Na+] (sodium sulfate), S(=O)(=O)([O-])[O-].[Na+].[Na+] (sodium sulfate), S(=O)(=O)([O-])[O-].[Na+].[Na+] (sodium sulfate), O=[Si]=O (CAB-O-SIL). Solvent: O (water), O (water). Product: O.O.O.O.O.O.O.O.O.O.S(=O)(=O)([O-])[O-].[Na+].[Na+] (sodium sulfate decahydrate). RXN SMILES: [S:1]([O-:5])([O-:4])(=[O:3])=[O:2].[Na+:6].[Na+].[O:8]=[Si]=O>O>[OH2:2].[OH2:8].[OH2:2].[OH2:2].[OH2:2].[OH2:2].[OH2:2].[OH2:2].[OH2:2].[OH2:2].[S:1]([O-:5])([O-:4])(=[O:3])=[O:2].[Na+:6].[Na+:6] |f:0.1.2,5.6.7.8.9.10.11.12.13.14.15.16.17|. Procedure details: As illustrated in FIG. 5, the improved composition is presently formed by first mixing 200 lbs. of anhydrous sodium sulfate with 60 gallons of water and agitation to create an aqueous solution which is approximately 26% by weight, sodium sulfate. The water is preheated to 120° to 150° F., and normally 145° F. After the saturated solution-slurry has been formed, 16 pounds of a hydrophilic suspension agent such as CAB-O-SIL, by Cabot Corporation (fumed silicon dioxide) is then added to the solutio...